This data is from the Open Reaction Database (ORD), a public repository of structured organic reaction records. The task is: describe an organic reaction: reactants, conditions, products, and yield Reactants: BrCCC1=C(C=C(C=C1Cl)Cl)OC1=C(C(=CC(=C1)Cl)Cl)CCBr (2-bromoethyl-3,5-dichlorophenyl ether), C1(CCCCC1)N (cyclohexylamine), Cl (hydrogen chloride). Run in CO (methanol). Yields the product Cl.ClC=1C=C(OCCNC2CCCCC2)C=C(C1)Cl (N-[2-(3,5-Dichlorophenoxy)ethyl]cyclohexaneamine Hydrochloride). Isolated yield 94.2%. As a reaction SMILES: BrCCC1C([Cl:10])=CC(Cl)=[CH:6][C:5]=1[O:12][C:13]1[CH:18]=[C:17]([Cl:19])[CH:16]=[C:15]([Cl:20])[C:14]=1CCBr.Cl.[CH:25]1([NH2:31])[CH2:30][CH2:29][CH2:28][CH2:27][CH2:26]1>CO>[ClH:10].[Cl:19][C:17]1[CH:18]=[C:13]([CH:14]=[C:15]([Cl:20])[CH:16]=1)[O:12][CH2:5][CH2:6][NH:31][CH:25]1[CH2:30][CH2:29][CH2:28][CH2:27][CH2:26]1 |f:4.5|. Procedure details: A solution of 27.2 g (0.1 mole) of 2-bromoethyl-3,5-dichlorophenyl ether in 300 ml of cyclohexylamine (excess) was stirred overnight at room temperature. The reaction mixture was filtered and the filtrate stripped to dryness on a rotary evaporator. The residue was partitioned between chloroform and water and between chloroform and 10% sodium hydroxide. The chloroform layer was evaporated to dryness leaving an oil (free base). The oil was dissolved in methanol and reacted with ethereal hydrogen c... Reactants: Cl (HCl), C(C)(C)(C)C1=C(C=C(C=C1)C)O (2-tert-butyl-5-methylphenol), C(OCC)(OCC)OCC (triethyl orthoformate), [Cl-].[Al+3].[Cl-].[Cl-] (Aluminum chloride). Run at temperature -10 celsius, time 6 hour. Procedure details: Aluminum chloride (26.6 g, 200 mmol) was added to chlorobenzene (40 mL), and the mixture was cooled to −10° C. A solution of 2-tert-butyl-5-methylphenol (16.4 g, 100 mmol) in triethyl orthoformate (32.5 g, 220 mmol) was added dropwise. When addition was complete, the reaction mixture was warmed to 0° C. to 5° C. and kept at that temperature for 6 hours. Five percent HCl (100 mL) was added, and the mixture was extracted with 1:1 EtOAC:toluene. The organic phase was extracted with 23% KOH (3×50 mL... The product is C(C)(C)(C)C=1C(=CC(=C(C=O)C1)C)O (5-tert-Butyl-4-hydroxy-2-methylbenzaldehyde). As a reaction SMILES: [Cl-].[Al+3].[Cl-].[Cl-].[C:5]([C:9]1[CH:14]=[CH:13][C:12]([CH3:15])=[CH:11][C:10]=1[OH:16])([CH3:8])([CH3:7])[CH3:6].[CH:17](OCC)(OCC)[O:18]CC.Cl>ClC1C=CC=CC=1>[C:5]([C:9]1[C:10]([OH:16])=[CH:11][C:12]([CH3:15])=[C:13]([CH:14]=1)[CH:17]=[O:18])([CH3:8])([CH3:7])[CH3:6] |f:0.1.2.3|. The solvent is ClC1=CC=CC=C1 (chlorobenzene). Reactants: N#CC1=C(C#N)C(=O)C(Cl)=C(Cl)C1=O, ClCCl, O=S(=O)(Oc1ccc2ccccc2c1C1NCCc2ccccc21)C(F)(F)F. Product: O=S(=O)(Oc1ccc2ccccc2c1C1=NCCc2ccccc21)C(F)(F)F. Reaction SMILES: [Cl:1][C:2]1=[C:13]([Cl:14])[C:11](=[O:12])[C:8]([C:9]#[N:10])=[C:5]([C:6]#[N:7])[C:3]1=[O:4].[Cl:43][CH2:44][Cl:45].[F:15][C:16]([S:17](=[O:18])(=[O:19])[O:20][c:21]1[c:22]([CH:31]2[NH:32][CH2:33][CH2:34][c:35]3[cH:36][cH:37][cH:38][cH:39][c:40]32)[c:23]2[cH:24][cH:25][cH:26][cH:27][c:28]2[cH:29][cH:30]1)([F:41])[F:42]>>[F:15][C:16]([S:17](=[O:18])(=[O:19])[O:20][c:21]1[c:22]([C:31]2=[N:32][CH2:33][CH2:34][c:35]3[cH:36][cH:37][cH:38][cH:39][c:40]32)[c:23]2[cH:24][cH:25][cH:26][cH:27][c:28]2[cH:29][cH:30]1)([F:41])[F:42]. Isolated yield 17.6%. The reactants are NCCCSC1=C(C=CC=2CCN(CCC21)C(=O)OC(C)(C)C)Cl (6-(3-aminopropylthio)-3-tert-butoxycarbonyl-7-chloro-2,3,4,5-tetrahydro-1H-benzo[d]azepine), FC(C(=O)O)(F)F (trifluoroacetic acid), FC(C1=CC=C(C(=O)O)C=C1)(F)F (4-trifluoromethylbenzoic acid), C(CCl)Cl (EDC), ON1N=NC2=C1C=CC=C2 (1-hydroxybenzotriazole). As a reaction SMILES: [F:1][C:2]([F:13])([F:12])[C:3]1[CH:11]=[CH:10][C:6]([C:7]([OH:9])=O)=[CH:5][CH:4]=1.C(Cl)CCl.ON1C2C=CC=CC=2N=N1.[NH2:28][CH2:29][CH2:30][CH2:31][S:32][C:33]1[C:43]2[CH2:42][CH2:41][N:40](C(OC(C)(C)C)=O)[CH2:39][CH2:38][C:37]=2[CH:36]=[CH:35][C:34]=1[Cl:51].[F:52][C:53]([F:58])([F:57])[C:54]([OH:56])=[O:55]>CN(C=O)C.CN(C)C1C=CN=CC=1.C(Cl)Cl>[F:52][C:53]([F:58])([F:57])[C:54]([OH:56])=[O:55].[Cl:51][C:34]1[CH:35]=[CH:36][C:37]2[CH2:38][CH2:39][NH:40][CH2:41][CH2:42][C:43]=2[C:33]=1[S:32][CH2:31][CH2:30][CH2:29][NH:28][C:7](=[O:9])[C:6]1[CH:5]=[CH:4][C:3]([C:2]([F:1])([F:13])[F:12])=[CH:11][CH:10]=1 |f:8.9|. Yields the product FC(C(=O)O)(F)F.ClC1=C(C2=C(CCNCC2)C=C1)SCCCNC(C1=CC=C(C=C1)C(F)(F)F)=O (7-Chloro-6-[3-(4-trifluoromethylbenzoylamino)-propylthio]-2,3,4,5-tetrahydro-1H-benzo[d]azepine Trifluoroacetate). Run at time 18 hour. Reagents/catalysts: CN(C1=CC=NC=C1)C (4-dimethylaminopyridine). Run in C(Cl)Cl (DCM), C(Cl)Cl (DCM), CN(C)C=O (DMF). Procedure details: To a stirred solution of 4-trifluoromethylbenzoic acid (60.0 mg, 0.316 mmol) in anhydrous DMF (1.2 mL) at ambient temperature under nitrogen, add EDC (63.6 mg, 0.332 mmol), 1-hydroxybenzotriazole (44.8 mg, 0.332 mmol), 4-dimethylaminopyridine (40.5 mg, 0.332 mmol) and a solution of 6-(3-aminopropylthio)-3-tert-butoxycarbonyl-7-chloro-2,3,4,5-tetrahydro-1H-benzo[d]azepine (123 mg, 0.332 mmol) in DCM (2 mL). Stir for 18 h at ambient temperature. Add water, extract twice with EtOAc, dry over anhydr... Reactants: BrC=1C=C(C=CC1)C1=NC(=CC(=N1)C)C=1C=NC(=CC1)C(F)(F)F (2-(3-bromo-phenyl)-4-methyl-6-(6-trifluoromethyl-pyridin-3-yl)-pyrimidine), C(C)(C)(C)NS(=O)(=O)C=1SC(=CC1)B1OC(C(O1)(C)C)(C)C (N-tert-butyl-5-(4,4,5,5-tetramethyl-1,3,2-dioxaborolan-2-yl)-thiophene-2-sulfonamide). Product: C(C)(C)(C)NS(=O)(=O)C=1SC(=CC1)C1=CC(=CC=C1)C1=NC(=CC(=N1)C)C=1C=NC(=CC1)C(F)(F)F (N-tert-Butyl-5-{3-[4-methyl-6-(6-trifluoromethyl-pyridin-3-yl)-pyrimidin-2-yl]-phenyl}-thiophene-2-sulfonic acid amide), solid. Reaction SMILES: Br[C:2]1[CH:3]=[C:4]([C:8]2[N:13]=[C:12]([CH3:14])[CH:11]=[C:10]([C:15]3[CH:16]=[N:17][C:18]([C:21]([F:24])([F:23])[F:22])=[CH:19][CH:20]=3)[N:9]=2)[CH:5]=[CH:6][CH:7]=1.[C:25]([NH:29][S:30]([C:33]1[S:34][C:35](B2OC(C)(C)C(C)(C)O2)=[CH:36][CH:37]=1)(=[O:32])=[O:31])([CH3:28])([CH3:27])[CH3:26]>>[C:25]([NH:29][S:30]([C:33]1[S:34][C:35]([C:2]2[CH:7]=[CH:6][CH:5]=[C:4]([C:8]3[N:13]=[C:12]([CH3:14])[CH:11]=[C:10]([C:15]4[CH:16]=[N:17][C:18]([C:21]([F:24])([F:23])[F:22])=[CH:19][CH:20]=4)[N:9]=3)[CH:3]=2)=[CH:36][CH:37]=1)(=[O:31])=[O:32])([CH3:28])([CH3:26])[CH3:27]. Procedure: N-tert-Butyl-5-{3-[4-methyl-6-(6-trifluoromethyl-pyridin-3-yl)-pyrimidin-2-yl]-phenyl}-thiophene-2-sulfonic acid amide was prepared from 2-(3-bromo-phenyl)-4-methyl-6-(6-trifluoromethyl-pyridin-3-yl)-pyrimidine (example B.11) (0.197 g, 0.5 mmol) and N-tert-butyl-5-(4,4,5,5-tetramethyl-1,3,2-dioxaborolan-2-yl)-thiophene-2-sulfonamide (example C.1) (0.21 g, 0.6 mmol) according to the general procedure III. Obtained as an off-white solid (0.1 g), which was subsequently deprotected. Starting materials: O1CCC(=CC1)C=1C=CC(=NC1)N (5-(3,6-dihydro-2H-pyran-4-yl)pyridin-2-amine). Run in C(C)O (ethanol). Product: O1CCC(CC1)C=1C=CC(=NC1)N (5-(Tetrahydro-2H-pyran-4-yl)pyridin-2-amine). As a reaction SMILES: [O:1]1[CH2:6][CH:5]=[C:4]([C:7]2[CH:8]=[CH:9][C:10]([NH2:13])=[N:11][CH:12]=2)[CH2:3][CH2:2]1>C(O)C>[O:1]1[CH2:6][CH2:5][CH:4]([C:7]2[CH:8]=[CH:9][C:10]([NH2:13])=[N:11][CH:12]=2)[CH2:3][CH2:2]1. Procedure details: The title compound was prepared as described in example 61, substituting tert-butyl-6-[3-(8-fluoro-quinolin-4-yl)-ureido]-3′,6′-dihydro-2′H-[2,4′]bipyridinyl-1′-carboxylate by 5-(3,6-dihydro-2H-pyran-4-yl)pyridin-2-amine and by using ethanol as solvent. The reactants are C1CCOC1 (THF), TEA, C1(C=2C(C(=O)O1)=CC=CC2)=O (phthalic anhydride), ClC1=NC=NC=C1N (4-chloropyrimidin-5-amine). Run in C1(=CC=CC=C1)C (toluene). Run at temperature 100 celsius. Product: ClC1=NC=NC=C1N1C(C2=CC=CC=C2C1=O)=O (2-(4-chloropyrimidin-5-yl)isoindoline-1,3-dione). Isolated yield 77.0%. As a reaction SMILES: [Cl:1][C:2]1[C:7]([NH2:8])=[CH:6][N:5]=[CH:4][N:3]=1.C1COCC1.[C:14]1(=O)[O:19][C:17](=[O:18])[C:16]2=[CH:20][CH:21]=[CH:22][CH:23]=[C:15]12>C1(C)C=CC=CC=1>[Cl:1][C:2]1[C:7]([N:8]2[C:17](=[O:18])[C:16]3[C:15](=[CH:23][CH:22]=[CH:21][CH:20]=3)[C:14]2=[O:19])=[CH:6][N:5]=[CH:4][N:3]=1. Reported procedure: To a vial charged with 4-chloropyrimidin-5-amine (commercially available from Frontier Scientific, Inc., Logan Utah) (0.500 g, 3.86 mmol) were added THF (6.43 mL), toluene (6.43 mL), TEA (1.345 mL, 9.65 mmol) and phthalic anhydride (1.310 mL, 13.51 mmol). The mixture was heated to 100° C. for 72 hours. The mixture was then dried under reduced pressure and purified with a 50 g SNAP column (Biotage) ramping EtOAc in heptane from 0-45%, then isocratic at 45% to elute 2-(4-chloropyrimidin-5-yl)isoin... Reactants: O=C1NC2=CC=C(C=C2C1)OC1=C(C=CC=C1)Cl (2-oxo-5-(2-chlorophenoxy)indoline), [OH-].[Na+] (sodium hydroxide), O1CCOCC1 (dioxane). Run in O (water). The product is NC1=C(C=C(C=C1)OC1=C(C=CC=C1)Cl)CC(=O)[O-].[Na+] (sodium 2-[2-amino-5-(2-chlorophenoxy)phenyl]acetate). As a reaction SMILES: [O:1]=[C:2]1[CH2:10][C:9]2[C:4](=[CH:5][CH:6]=[C:7]([O:11][C:12]3[CH:17]=[CH:16][CH:15]=[CH:14][C:13]=3[Cl:18])[CH:8]=2)[NH:3]1.[OH-].[Na+:20].[O:21]1CCOCC1>O>[NH2:3][C:4]1[CH:5]=[CH:6][C:7]([O:11][C:12]2[CH:17]=[CH:16][CH:15]=[CH:14][C:13]=2[Cl:18])=[CH:8][C:9]=1[CH2:10][C:2]([O-:21])=[O:1].[Na+:20] |f:1.2,5.6|. Procedure: A mixture of 2-oxo-5-(2-chlorophenoxy)indoline (3.2 g.), sodium hydroxide (2 g.), dioxane (20 ml.) and water (40 ml.) was refluxed under heating for 5 days with stirring. After cooling, the reaction mixture was filtered. The filtrate was evaporated under reduced pressure. The residue was dissolved in ethyl acetate under warming and filtered. The filtrate was cooled in an ice bath and the precipitating crystals were collected by filtration, washed with ethyl acetate and then recrystallized from a... The reactants are C(=O)(O)[O-].[Na+] (NaHCO3), ice, ClC1=CC(=CC=C1)C(=O)OO (m-chloroperbenzoic acid), C(C(C)C)NC1=C(CSC=2NC=3C(=NC=CC3)N2)C=CC=C1 (2-[2-(isobutylamino)benzylthio]imidazo[4,5-b]pyridine). The solvent is C(Cl)(Cl)Cl (chloroform). Product: C(C(C)C)NC1=C(CS(=O)C=2NC=3C(=NC=CC3)N2)C=CC=C1 (2-[2-(isobutylamino)benzylsulfinyl]imidazo[4,5-b]pyridine). Reaction SMILES: [CH2:1]([NH:5][C:6]1[CH:22]=[CH:21][CH:20]=[CH:19][C:7]=1[CH2:8][S:9][C:10]1[NH:11][C:12]2[C:13]([N:18]=1)=[N:14][CH:15]=[CH:16][CH:17]=2)[CH:2]([CH3:4])[CH3:3].ClC1C=CC=C(C(OO)=[O:31])C=1.C([O-])(O)=O.[Na+]>C(Cl)(Cl)Cl>[CH2:1]([NH:5][C:6]1[CH:22]=[CH:21][CH:20]=[CH:19][C:7]=1[CH2:8][S:9]([C:10]1[NH:11][C:12]2[C:13]([N:18]=1)=[N:14][CH:15]=[CH:16][CH:17]=2)=[O:31])[CH:2]([CH3:4])[CH3:3] |f:2.3|. Reported procedure: In 20 ml of chloroform was dissolved 900 mg of 2-[2-(isobutylamino)benzylthio]imidazo[4,5-b]pyridine. To the resulting solution was portionwise added under chilling with ice 618 mg of m-chloroperbenzoic acid (purity: 80%) over a period of 30 min. To the mixture was added a saturated NaHCO3 solution, and the resulting mixture was then stirred. The organic phase was separated and extracted successively with 20 ml of 0.1N NaOH and 10 ml of 0.1N NaOH. The alkaline extracts were combined and neutrali... Starting materials: C1(=CC=C(C=C1)NN=CC(=O)Cl)C ((p-Tolyl-hydrazono)-acetyl chloride), [OH-].[Na+] (sodium hydroxide), CO (methanol). Conditions: time 2.5 hour. The product is C1(=CC=C(C=C1)N1N=CC(=C1)O)C (1-p-tolyl-1H-pyrazol-4-ol). RXN SMILES: [C:1]1([CH3:13])[CH:6]=[CH:5][C:4]([NH:7][N:8]=[CH:9][C:10](Cl)=[O:11])=[CH:3][CH:2]=1.[OH-].[Na+].[CH3:16]O>>[C:1]1([CH3:13])[CH:6]=[CH:5][C:4]([N:7]2[CH:16]=[C:10]([OH:11])[CH:9]=[N:8]2)=[CH:3][CH:2]=1 |f:1.2|. Procedure: (p-Tolyl-hydrazono)-acetyl chloride (4.0 g, 19.04 mmol) was then taken in methanol and sodium hydroxide (1.52 g, 38.0 mmol) was added. And the reaction mixture was stirred for 2.5 hours. Methanol was removed and residue was taken up in water and pH was made 3 by adding dilute HCl. The solid was filtered off through on Buckner funnel, washed with cold water, dried under vacuum, and further washed with petroleum ether and dried under vacuum.